Dataset: the Open Reaction Database (ORD), a public repository of structured organic reaction records. Task: describe an organic reaction: reactants, conditions, products, and yield Starting materials: CCN(C(C)C)C(C)C, COc1ccc(N2CCOCC2)c2sc(-c3nc4c([nH]3)CCNCC4)nc12, Cl, C1CCOC1, Cc1ccccc1C(=O)Cl. The product is COc1ccc(N2CCOCC2)c2sc(-c3nc4c([nH]3)CCN(C(=O)c3ccccc3C)CC4)nc12. Reaction SMILES: [CH2:29]([N:30]([CH:31]([CH3:32])[CH3:33])[CH:34]([CH3:35])[CH3:36])[CH3:37].[CH3:2][O:3][c:4]1[cH:5][cH:6][c:7]([N:23]2[CH2:24][CH2:25][O:26][CH2:27][CH2:28]2)[c:8]2[c:9]1[n:10][c:11](-[c:13]1[n:14][c:15]3[c:16]([nH:22]1)[CH2:17][CH2:18][NH:19][CH2:20][CH2:21]3)[s:12]2.[ClH:1].[O:48]1[CH2:49][CH2:50][CH2:51][CH2:52]1.[c:38]1([CH3:47])[c:39]([C:44](=[O:45])[Cl:46])[cH:40][cH:41][cH:42][cH:43]1>>[CH3:2][O:3][c:4]1[cH:5][cH:6][c:7]([N:23]2[CH2:24][CH2:25][O:26][CH2:27][CH2:28]2)[c:8]2[c:9]1[n:10][c:11](-[c:13]1[n:14][c:15]3[c:16]([nH:22]1)[CH2:17][CH2:18][N:19]([C:44]([c:39]1[c:38]([CH3:47])[cH:43][cH:42][cH:41][cH:40]1)=[O:45])[CH2:20][CH2:21]3)[s:12]2. The reactants are CCN=C=NCCCN(C)C, c1ccc(CC2CCNCC2)cc1, COc1cc2ncnc(Oc3ccc(OCC(=O)O)cc3)c2cc1OC, ClC(Cl)Cl, Cl, [Na+], O, On1nnc2ccccc21, O=C([O-])O. Product: COc1cc2ncnc(Oc3ccc(OCC(=O)N4CCC(Cc5ccccc5)CC4)cc3)c2cc1OC. As a reaction SMILES: [CH2:28]([N:29]=[C:30]=[N:31][CH2:32][CH2:33][CH2:34][N:35]([CH3:36])[CH3:37])[CH3:38].[CH2:50]([c:51]1[cH:52][cH:53][cH:54][cH:55][cH:56]1)[CH:57]1[CH2:58][CH2:59][NH:60][CH2:61][CH2:62]1.[CH3:1][O:2][c:3]1[cH:4][c:5]2[c:6]([O:15][c:16]3[cH:17][cH:18][c:19]([O:20][CH2:21][C:22](=[O:23])[OH:24])[cH:25][cH:26]3)[n:7][cH:8][n:9][c:10]2[cH:11][c:12]1[O:13][CH3:14].[CH:68]([Cl:69])([Cl:70])[Cl:71].[ClH:27].[Na+:63].[OH2:49].[OH:39][n:40]1[c:41]2[c:42]([cH:43][cH:44][cH:45][cH:46]2)[n:47][n:48]1.[OH:64][C:65](=[O:66])[O-:67]>>[CH3:1][O:2][c:3]1[cH:4][c:5]2[c:6]([O:15][c:16]3[cH:17][cH:18][c:19]([O:20][CH2:21][C:22](=[O:24])[N:60]4[CH2:59][CH2:58][CH:57]([CH2:50][c:51]5[cH:52][cH:53][cH:54][cH:55][cH:56]5)[CH2:62][CH2:61]4)[cH:25][cH:26]3)[n:7][cH:8][n:9][c:10]2[cH:11][c:12]1[O:13][CH3:14]. The reactants are C(C)S(=O)(=O)NCC=1C=NC=CC1 (N-(ethylsulfonyl)pyrid-3-ylmethylamine), C([O-])([O-])=O.[Cs+].[Cs+] (cesium carbonate), IC=1C=C(CBr)C=CC1 (3-iodobenzyl bromide). Solvent: CN(C=O)C (N,N-dimethylformamide), C(C)(=O)OCC (ethyl acetate). Yields the product IC=1C=C(C=CC1)CN(S(=O)(=O)CC)CC=1C=NC=CC1 (N-((3-Iodophenyl)methyl)-N-(ethylsulfonyl)pyrid-3-ylmethylamine). RXN SMILES: [CH2:1]([S:3]([NH:6][CH2:7][C:8]1[CH:9]=[N:10][CH:11]=[CH:12][CH:13]=1)(=[O:5])=[O:4])[CH3:2].C(=O)([O-])[O-].[Cs+].[Cs+].[I:20][C:21]1[CH:22]=[C:23]([CH:26]=[CH:27][CH:28]=1)[CH2:24]Br>CN(C)C=O.C(OCC)(=O)C>[I:20][C:21]1[CH:22]=[C:23]([CH2:24][N:6]([CH2:7][C:8]2[CH:9]=[N:10][CH:11]=[CH:12][CH:13]=2)[S:3]([CH2:1][CH3:2])(=[O:5])=[O:4])[CH:26]=[CH:27][CH:28]=1 |f:1.2.3|. Procedure: A solution of N-(ethylsulfonyl)pyrid-3-ylmethylamine (1.1 g, 5.5 mmol), cesium carbonate (1.79 g, 5.5 mmol), and 3-iodobenzyl bromide (1.64 g, 5.5 mmol) was stirred in N,N-dimethylformamide (25 ml) for 5 h at room temperature. The mixture was diluted with ethyl acetate (100 ml) and washed four times with water (50 ml). The organics were separated, dried over sodium sulfate, filtered, and concentrated in vacuo to a crude residue. The residue was purified by radial chromatography on a 4 micron sil... Starting materials: C(C)OP(OCC)(=O)C=C1C2=C(N(CCN1)C)C=CC=C2 ((1-methyl-1,2,3,4-tetrahydrobenzo[e][1,4]diazepin-5-ylidenemethyl)phosphonic acid diethyl ester), FC1=C(C(=O)O)C=CC(=C1)F (2,4-difluorobenzoic acid). Product: C(C)OP(OCC)(=O)C=C1C2=C(N(CCN1)C)C=C(C=C2)F ((8-fluoro-1-methyl-1,2,3,4-tetrahydrobenzo[e][1,4]-diazepin-5-ylidenemethyl)phosphonic acid diethyl ester). RXN SMILES: [CH2:1]([O:3][P:4]([CH:9]=[C:10]1[NH:16][CH2:15][CH2:14][N:13]([CH3:17])[C:12]2[CH:18]=[CH:19][CH:20]=[CH:21][C:11]1=2)(=[O:8])[O:5][CH2:6][CH3:7])[CH3:2].[F:22]C1C=C(F)C=CC=1C(O)=O>>[CH2:1]([O:3][P:4]([CH:9]=[C:10]1[NH:16][CH2:15][CH2:14][N:13]([CH3:17])[C:12]2[CH:18]=[C:19]([F:22])[CH:20]=[CH:21][C:11]1=2)(=[O:8])[O:5][CH2:6][CH3:7])[CH3:2]. Procedure details: The starting material (8-fluoro-1-methyl-1,2,3,4-tetrahydrobenzo[e][1,4]-diazepin-5-ylidenemethyl)phosphonic acid diethyl ester was prepared in an analogous fashion to (1-methyl-1,2,3,4-tetrahydrobenzo[e][1,4]diazepin-5-ylidenemethyl)phosphonic acid diethyl ester, as described in Example 1 by replacing 2-fluorobenzoic acid with 2,4-difluorobenzoic acid. Starting materials: O=C([O-])[O-], CS(C)=O, [Cs+], [Cs+], CC(c1ccc(F)cc1)N1CCN(c2cc(F)ncn2)CC1, O, Oc1cccc2ccncc12. Yields the product CC(c1ccc(F)cc1)N1CCN(c2cc(Oc3cccc4ccncc34)ncn2)CC1. RXN SMILES: [C:34](=[O:35])([O-:36])[O-:37].[CH3:40][S:41]([CH3:42])=[O:43].[Cs+:38].[Cs+:39].[F:1][c:2]1[n:3][cH:4][n:5][c:6]([N:8]2[CH2:9][CH2:10][N:11]([CH:14]([CH3:15])[c:16]3[cH:17][cH:18][c:19]([F:22])[cH:20][cH:21]3)[CH2:12][CH2:13]2)[cH:7]1.[OH2:44].[cH:23]1[n:24][cH:25][cH:26][c:27]2[cH:28][cH:29][cH:30][c:31]([OH:33])[c:32]12>>[c:2]1([O:33][c:31]2[cH:30][cH:29][cH:28][c:27]3[cH:26][cH:25][n:24][cH:23][c:32]32)[n:3][cH:4][n:5][c:6]([N:8]2[CH2:9][CH2:10][N:11]([CH:14]([CH3:15])[c:16]3[cH:17][cH:18][c:19]([F:22])[cH:20][cH:21]3)[CH2:12][CH2:13]2)[cH:7]1. The reactants are C(C)(C)(C)C1=C(C(=O)O)C=CC=C1 (2-tert-butylbenzoic acid), B.C1CCOC1 (borane THF), [OH-].[Na+] (sodium hydroxide). Solvent: C1CCOC1 (THF). Conditions: time 8 hour. The product is C(C)(C)(C)C1=C(C=CC=C1)CO ((2-tert-butylphenyl)methanol). Isolated yield 102.2%. As a reaction SMILES: [C:1]([C:5]1[CH:13]=[CH:12][CH:11]=[CH:10][C:6]=1[C:7](O)=[O:8])([CH3:4])([CH3:3])[CH3:2].B.C1COCC1.[OH-].[Na+]>C1COCC1>[C:1]([C:5]1[CH:13]=[CH:12][CH:11]=[CH:10][C:6]=1[CH2:7][OH:8])([CH3:4])([CH3:2])[CH3:3] |f:1.2,3.4|. Procedure details: To a solution of 2-tert-butylbenzoic acid (1.00 g) in THF (20 mL) was added 1.0M borane THF complex THF solution (16.8 mL) under ice-cooling. The reaction mixture was stirred at room temperature overnight under a nitrogen atmosphere, 1N aqueous sodium hydroxide solution was added, and the mixture was extracted with ethyl acetate. The extract was dried over anhydrous magnesium sulfate, and the solvent was evaporated under reduced pressure. The residue was purified by silica gel column chromatogra... Starting materials: O=C1NC2=CC=C(C=C2C1)C1=NN=C(S1)NC[C@H](CC1=CC=C(C=C1)C(F)(F)F)NC(OC(C)(C)C)=O (tert-butyl (S)-1-(5-(2-oxoindolin-5-yl)-1,3,4-thiadiazol-2-ylamino)-3-(4-(trifluoromethyl)phenyl)propan-2-ylcarbamate), C(=O)(C(F)(F)F)O (TFA). Run in C(Cl)Cl (DCM). Reaction conditions: time 1 hour. The product is N[C@H](CNC1=NN=C(S1)C=1C=C2CC(NC2=CC1)=O)CC1=CC=C(C=C1)C(F)(F)F (5-(5-((S)-2-amino-3-(4-(trifluoromethyl)phenyl)propylamino)-1,3,4-thiadiazol-2-yl)indolin-2-one). Yield: 48.2%. RXN SMILES: [O:1]=[C:2]1[CH2:10][C:9]2[C:4](=[CH:5][CH:6]=[C:7]([C:11]3[S:15][C:14]([NH:16][CH2:17][C@@H:18]([NH:30]C(=O)OC(C)(C)C)[CH2:19][C:20]4[CH:25]=[CH:24][C:23]([C:26]([F:29])([F:28])[F:27])=[CH:22][CH:21]=4)=[N:13][N:12]=3)[CH:8]=2)[NH:3]1.C(O)(C(F)(F)F)=O>C(Cl)Cl>[NH2:30][C@@H:18]([CH2:19][C:20]1[CH:21]=[CH:22][C:23]([C:26]([F:27])([F:28])[F:29])=[CH:24][CH:25]=1)[CH2:17][NH:16][C:14]1[S:15][C:11]([C:7]2[CH:8]=[C:9]3[C:4](=[CH:5][CH:6]=2)[NH:3][C:2](=[O:1])[CH2:10]3)=[N:12][N:13]=1. Reported procedure: A mixture of tert-butyl (S)-1-(5-(2-oxoindolin-5-yl)-1,3,4-thiadiazol-2-ylamino)-3-(4-(trifluoromethyl)phenyl)propan-2-ylcarbamate (350 mg) and TFA (10 mL) in DCM (10 mL) was stirred at room temperature for 1 hour. The solvent was removed under vacuum. The residue was partitioned between saturated sodium bicarbonate and DCM. The combined organic portions were washed with brine and then dried over sodium sulfate. Removal of the solvent gave the title compound 5-(5-((S)-2-amino-3-(4-(trifluorometh...